describe an organic reaction: reactants, conditions, products, and yield From a dataset of the Open Reaction Database (ORD), a public repository of structured organic reaction records. Reactants: CC(=O)O, C=Cc1cccc([N+](=O)[O-])c1, [Zn]. Yields the product C=Cc1cccc(N)c1. Reaction SMILES: [CH3:12][C:13](=[O:14])[OH:15].[CH:1](=[CH2:2])[c:3]1[cH:4][c:5]([N+:9]([O-:10])=[O:11])[cH:6][cH:7][cH:8]1.[Zn:16]>>[CH:1](=[CH2:2])[c:3]1[cH:4][c:5]([NH2:9])[cH:6][cH:7][cH:8]1. The reactants are CNC1CC(C)(C)NC(C)(C)C1, CN(CC1CO1)C1CC(C)(C)NC(C)(C)C1, c1ccccc1. The product is CN(CC(O)CN(C)C1CC(C)(C)NC(C)(C)C1)C1CC(C)(C)NC(C)(C)C1. RXN SMILES: [CH3:17][NH:18][CH:19]1[CH2:20][C:21]([CH3:27])([CH3:28])[NH:22][C:23]([CH3:25])([CH3:26])[CH2:24]1.[O:1]1[CH:2]([CH2:3][N:4]([CH3:5])[CH:6]2[CH2:7][C:8]([CH3:14])([CH3:15])[NH:9][C:10]([CH3:12])([CH3:13])[CH2:11]2)[CH2:16]1.[cH:29]1[cH:30][cH:31][cH:32][cH:33][cH:34]1>>[OH:1][CH:2]([CH2:3][N:4]([CH3:5])[CH:6]1[CH2:7][C:8]([CH3:14])([CH3:15])[NH:9][C:10]([CH3:12])([CH3:13])[CH2:11]1)[CH2:16][N:18]([CH3:17])[CH:19]1[CH2:20][C:21]([CH3:27])([CH3:28])[NH:22][C:23]([CH3:25])([CH3:26])[CH2:24]1. Starting materials: C(C)C=1N=CSC1CSC1=NC(=CC(=N1)O)C(F)(F)F (2-{[(4-ethyl-1,3-thiazol-5-yl)methyl]sulfanyl}-6-(trifluoromethyl)pyrimidin-4-ol), C[O-].[Na+] (sodium methoxide), IC (Iodomethane). Solvent: CO (methanol), CO (methanol), C(Cl)Cl (DCM). Run at temperature 65 celsius. The product is C(C)C=1N=CSC1CSC1=NC(=CC(=N1)OC)C(F)(F)F (4-ethyl-5-({[4-methoxy-6-(trifluoromethyl)pyrimidin-2-yl]sulfanyl}methyl)-1,3-thiazole). Yield: 60.0%. RXN SMILES: [CH2:1]([C:3]1[N:4]=[CH:5][S:6][C:7]=1[CH2:8][S:9][C:10]1[N:15]=[C:14]([OH:16])[CH:13]=[C:12]([C:17]([F:20])([F:19])[F:18])[N:11]=1)[CH3:2].[CH3:21][O-].[Na+].IC>CO.C(Cl)Cl>[CH2:1]([C:3]1[N:4]=[CH:5][S:6][C:7]=1[CH2:8][S:9][C:10]1[N:15]=[C:14]([O:16][CH3:21])[CH:13]=[C:12]([C:17]([F:20])([F:19])[F:18])[N:11]=1)[CH3:2] |f:1.2|. Procedure: To a solution of 2-{[(4-ethyl-1,3-thiazol-5-yl)methyl]sulfanyl}-6-(trifluoromethyl)pyrimidin-4-ol (500 mg, 1.56 mmol) in anhydrous methanol (10 mL) was added dropwise a solution of 30% sodium methoxide in methanol (310 μL, 1.71 mmol) at 0° C. The mixture was heated to 65° C. for 1 hour. Iodomethane (220 μL, 3.43 mmol) was added at room temperature, and the reaction was heated overnight at 65° C. The solvent was evaporated, and the residue was extracted three times with dichloromethane/water. The... RXN SMILES: [CH2:1]([O:8][C:9]1[CH:16]=[CH:15][C:12]([CH:13]=[O:14])=[CH:11][C:10]=1[OH:17])[C:2]1[CH:7]=[CH:6][CH:5]=[CH:4][CH:3]=1.C(=O)([O-])[O-].[K+].[K+].Br[CH2:25][C:26]([O:28][CH2:29][CH3:30])=[O:27]>CC(C)=O>[CH2:1]([O:8][C:9]1[CH:16]=[CH:15][C:12]([CH:13]=[O:14])=[CH:11][C:10]=1[O:17][CH2:25][C:26]([O:28][CH2:29][CH3:30])=[O:27])[C:2]1[CH:3]=[CH:4][CH:5]=[CH:6][CH:7]=1 |f:1.2.3|. Isolated yield 98.0%. Starting materials: ice water, C([O-])([O-])=O.[K+].[K+] (potassium carbonate), BrCC(=O)OCC (ethyl bromoacetate), C(C1=CC=CC=C1)OC1=C(C=C(C=O)C=C1)O (4-benzyloxy-3-hydroxybenzaldehyde). Run in CC(=O)C (acetone). Procedure: To a solution of 4-benzyloxy-3-hydroxybenzaldehyde(0.5 g) in acetone (12.5 ml) was added milled potassium carbonate (1.20 g) and ethyl bromoacetate (0.48 ml), with stirring. The reaction mixture was heated under reflux for ˜1 hr, with stirring, poured into ice/water and extracted with ethyl acetate. The extracts were washed with water, saturated sodium chloride solution, dried over anhydrous sodium sulfate, filtered, and the filtrate was concentrated. The residue was dissolved in dichloromethane... The product is C(C1=CC=CC=C1)OC1=C(C=C(C=O)C=C1)OCC(=O)OCC (4-Benzyloxy-3-[(ethoxycarbonyl)methoxy]benzaldehyde).